Dataset: the Open Reaction Database (ORD), a public repository of structured organic reaction records. Task: describe an organic reaction: reactants, conditions, products, and yield The reactants are FC(OC1=CC=C(C=C1)/C=C/C(=O)OCC1=C(C=CC(=C1)[N+](=O)[O-])C1=C(C=C(C=C1)[N+](=O)[O-])COC(\C=C\C1=CC=C(C=C1)OC(C1=CC=C(C=C1)OCCCC(F)(F)F)(F)F)=O)(C1=CC=C(C=C1)OCCCC(F)(F)F)F ([4,4′-dinitro-2′-({[(2E)-3-(4-{difluoro[4-(4,4,4-trifluorobutoxy)phenyl]-methoxy}-phenyl)prop-2-enoyl]oxy}methyl)-1,1′-biphenyl-2-yl]methyl (2E)-3-(4-{difluoro[4-(4,4,4-trifluorobutoxy)phenyl]methoxy}phenyl)prop-2-enoate), ferric chloride hexa-hydrate. The reagents and catalysts are [Zn] (zinc). Run in CN(C=O)C (N,N-dimethylformamide), O (water). The product is FC(OC1=CC=C(C=C1)/C=C/C(=O)OCC1=C(C=CC(=C1)N)C1=C(C=C(C=C1)N)COC(\C=C\C1=CC=C(C=C1)OC(C1=CC=C(C=C1)OCCCC(F)(F)F)(F)F)=O)(C1=CC=C(C=C1)OCCCC(F)(F)F)F ([4,4′-diamino-2′-({[(2E)-3-(4-{difluoro[4-(4,4,4-trifluorobutoxy)phenyl]methoxy}phenyl)prop-2-enoyl]oxy}methyl)-1,1′-biphenyl-2-yl]methyl (2E)-3-(4-{difluoro[4-(4,4,4-trifluorobutoxy)phenyl]methoxy}phenyl)prop-2-enoate). Isolated yield 87.0%. Reaction SMILES: [F:1][C:2]([F:78])([C:64]1[CH:69]=[CH:68][C:67]([O:70][CH2:71][CH2:72][CH2:73][C:74]([F:77])([F:76])[F:75])=[CH:66][CH:65]=1)[O:3][C:4]1[CH:9]=[CH:8][C:7](/[CH:10]=[CH:11]/[C:12]([O:14][CH2:15][C:16]2[CH:21]=[C:20]([N+:22]([O-])=O)[CH:19]=[CH:18][C:17]=2[C:25]2[CH:30]=[CH:29][C:28]([N+:31]([O-])=O)=[CH:27][C:26]=2[CH2:34][O:35][C:36](=[O:63])/[CH:37]=[CH:38]/[C:39]2[CH:44]=[CH:43][C:42]([O:45][C:46]([F:62])([F:61])[C:47]3[CH:52]=[CH:51][C:50]([O:53][CH2:54][CH2:55][CH2:56][C:57]([F:60])([F:59])[F:58])=[CH:49][CH:48]=3)=[CH:41][CH:40]=2)=[O:13])=[CH:6][CH:5]=1>CN(C)C=O.O.[Zn]>[F:1][C:2]([F:78])([C:64]1[CH:69]=[CH:68][C:67]([O:70][CH2:71][CH2:72][CH2:73][C:74]([F:77])([F:76])[F:75])=[CH:66][CH:65]=1)[O:3][C:4]1[CH:9]=[CH:8][C:7](/[CH:10]=[CH:11]/[C:12]([O:14][CH2:15][C:16]2[CH:21]=[C:20]([NH2:22])[CH:19]=[CH:18][C:17]=2[C:25]2[CH:30]=[CH:29][C:28]([NH2:31])=[CH:27][C:26]=2[CH2:34][O:35][C:36](=[O:63])/[CH:37]=[CH:38]/[C:39]2[CH:44]=[CH:43][C:42]([O:45][C:46]([F:62])([F:61])[C:47]3[CH:52]=[CH:51][C:50]([O:53][CH2:54][CH2:55][CH2:56][C:57]([F:58])([F:59])[F:60])=[CH:49][CH:48]=3)=[CH:41][CH:40]=2)=[O:13])=[CH:6][CH:5]=1. Reported procedure: 9.22 g (8.38 mmol) of [4,4′-dinitro-2′-({[(2E)-3-(4-{difluoro[4-(4,4,4-trifluorobutoxy)phenyl]-methoxy}-phenyl)prop-2-enoyl]oxy}methyl)-1,1′-biphenyl-2-yl]methyl (2E)-3-(4-{difluoro[4-(4,4,4-trifluorobutoxy)phenyl]methoxy}phenyl)prop-2-enoate are dissolved in a mixture of 54 mL of N,N-dimethylformamide and 6 mL water. 13.9 g (51.4 mmol) ferric chloride hexa-hydrate are added. 5.60 g (85.7 mmol) zinc powder is added portion wise within 60 minutes. The mixture is allowed to react for 2 hours. The ...